Dataset: the Open Reaction Database (ORD), a public repository of structured organic reaction records. Task: describe an organic reaction: reactants, conditions, products, and yield The product is C(C1=CC=CC=C1)OC(=O)N[C@H](C)C=1C=C(C=CC1)NC(=O)OCCC1=C(C=C(C=C1)C(C(=O)O)NC=1C=C2C=CN=C(C2=CC1)N(C(=O)OC(C)(C)C)C(=O)OC(C)(C)C)C (2-(4-(2-(3-((R)-1-(benzyloxycarbonylamino)ethyl)phenylcarbamoyloxy)ethyl)-3-methylphenyl)-2-(1-(bis(tert-butoxycarbonyl)amino)isoquinolin-6-ylamino)acetic acid). Reactants: 2D, C(C1=CC=CC=C1)OC(=O)N[C@H](C)C=1C=C(C=CC1)NC(=O)OCCC1=C(C=C(C=C1)B(O)O)C ((R)-4-(2-(3-(1-(benzyloxycarbonylamino)ethyl)phenylcarbamoyloxy)ethyl)-3-methylphenylboronic acid), NC=1C=C2C=CN=C(C2=CC1)N(C(=O)OC(C)(C)C)C(=O)OC(C)(C)C (6-Amino-1-(di-tert-butoxycarbonylamino)isoquinoline), O.C(C=O)(=O)O (glyoxylic acid monohydrate). Reported procedure: Using a procedure analogous to that used to prepare 2D, 64D (175 mg, 0.37 mmol) was reacted with Intermediate 1 and glyoxylic acid monohydrate to afford 65A (300 mg, 95%) as an oil. MS (ESI) m/z 848.5 (M+H)+. Yield: 95.0%. As a reaction SMILES: [CH2:1]([O:8][C:9]([NH:11][C@@H:12]([C:14]1[CH:15]=[C:16]([NH:20][C:21]([O:23][CH2:24][CH2:25][C:26]2[CH:31]=[CH:30][C:29](B(O)O)=[CH:28][C:27]=2[CH3:35])=[O:22])[CH:17]=[CH:18][CH:19]=1)[CH3:13])=[O:10])[C:2]1[CH:7]=[CH:6][CH:5]=[CH:4][CH:3]=1.[NH2:36][C:37]1[CH:38]=[C:39]2[C:44](=[CH:45][CH:46]=1)[C:43]([N:47]([C:55]([O:57][C:58]([CH3:61])([CH3:60])[CH3:59])=[O:56])[C:48]([O:50][C:51]([CH3:54])([CH3:53])[CH3:52])=[O:49])=[N:42][CH:41]=[CH:40]2.O.[C:63]([OH:67])(=[O:66])[CH:64]=O>>[CH2:1]([O:8][C:9]([NH:11][C@@H:12]([C:14]1[CH:15]=[C:16]([NH:20][C:21]([O:23][CH2:24][CH2:25][C:26]2[CH:31]=[CH:30][C:29]([CH:64]([NH:36][C:37]3[CH:38]=[C:39]4[C:44](=[CH:45][CH:46]=3)[C:43]([N:47]([C:48]([O:50][C:51]([CH3:52])([CH3:53])[CH3:54])=[O:49])[C:55]([O:57][C:58]([CH3:61])([CH3:60])[CH3:59])=[O:56])=[N:42][CH:41]=[CH:40]4)[C:63]([OH:67])=[O:66])=[CH:28][C:27]=2[CH3:35])=[O:22])[CH:17]=[CH:18][CH:19]=1)[CH3:13])=[O:10])[C:2]1[CH:7]=[CH:6][CH:5]=[CH:4][CH:3]=1 |f:2.3|. The reactants are C(=O)([O-])[O-].[Cs+].[Cs+] (Cs2CO3), COC(CCC1=C(NC(=C1C)C(NC1CCN(CC1)C(C)C)=O)C)=O (3-[5-(1-isopropyl-piperidin-4-ylcarbamoyl)-2,4-dimethyl-1H-pyrrol-3-yl]-propionic acid methyl ester), C(=O)([O-])[O-].[Cs+].[Cs+] (Cs2CO3), BrCC1=NOC(=C1)C=1SC(=CC1)Cl (3-bromomethyl-5-(5-chloro-thiophen-2-yl)-isoxazole), C(C)(=O)O (acetic acid). The solvent is CN(C)C=O (DMF). Conditions: time 4 hour. Yields the product COC(CCC1=C(N(C(=C1C)C(NC1CCN(CC1)C(C)C)=O)CC1=NOC(=C1)C=1SC(=CC1)Cl)C)=O (3-[1-[5-(5-chloro-thiophen-2-yl)-isoxazol-3-ylmethyl]-5-(1-isopropyl-piperidin-4-ylcarbamoyl)-2,4-dimethyl-1H-pyrrol-3-yl]-propionic acid methyl ester). Yield: 38.8%. As a reaction SMILES: [CH3:1][O:2][C:3](=[O:25])[CH2:4][CH2:5][C:6]1[C:10]([CH3:11])=[C:9]([C:12](=[O:23])[NH:13][CH:14]2[CH2:19][CH2:18][N:17]([CH:20]([CH3:22])[CH3:21])[CH2:16][CH2:15]2)[NH:8][C:7]=1[CH3:24].C([O-])([O-])=O.[Cs+].[Cs+].Br[CH2:33][C:34]1[CH:38]=[C:37]([C:39]2[S:40][C:41]([Cl:44])=[CH:42][CH:43]=2)[O:36][N:35]=1.C(O)(=O)C>CN(C=O)C>[CH3:1][O:2][C:3](=[O:25])[CH2:4][CH2:5][C:6]1[C:10]([CH3:11])=[C:9]([C:12](=[O:23])[NH:13][CH:14]2[CH2:15][CH2:16][N:17]([CH:20]([CH3:21])[CH3:22])[CH2:18][CH2:19]2)[N:8]([CH2:33][C:34]2[CH:38]=[C:37]([C:39]3[S:40][C:41]([Cl:44])=[CH:42][CH:43]=3)[O:36][N:35]=2)[C:7]=1[CH3:24] |f:1.2.3|. Reported procedure: 55 mg (0.16 mmol) of 3-[5-(1-isopropyl-piperidin-4-ylcarbamoyl)-2,4-dimethyl-1H-pyrrol-3-yl]-propionic acid methyl ester were dissolved in DMF (5 mL). Subsequently 103 mg (2 equiv.) of Cs2CO3 and 65.8 mg (1.5 equiv.) of 3-bromomethyl-5-(5-chloro-thiophen-2-yl)-isoxazole were added and the resulting mixture was stirred for 4 h at 800 C. Because of low conversion 206 mg (4 equiv.) of Cs2CO3 were added stirring was continued for 7 h at 80° C. The reaction mixture was acidified by the addition of ac...